Dataset: the Open Reaction Database (ORD), a public repository of structured organic reaction records. Task: describe an organic reaction: reactants, conditions, products, and yield The reactants are [H-].[H-].[H-].[H-].[Li+].[Al+3] (LiAlH4), C(C1=CC=CC=C1)N1CC2N(C3=C(NC(C2)=O)C=CC=C3)CC1 (3-benzyl-1,2,3,4,4a,5-hexahydropyrazino[1,2-a][1,5]benzodiazepin-6(7H)-one). Solvent: O1CCCC1 (tetrahydrofuran). Reaction conditions: time 12 hour. Product: C(C1=CC=CC=C1)N1CC2N(C3=C(NCC2)C=CC=C3)CC1 (3-benzyl-1,2,3,4,4a,5,6,7-octahydropyrazino[1,2-a][1,5]benzodiazepine). As a reaction SMILES: [H-].[H-].[H-].[H-].[Li+].[Al+3].[CH2:7]([N:14]1[CH2:29][CH2:28][N:17]2[C:18]3[CH:27]=[CH:26][CH:25]=[CH:24][C:19]=3[NH:20][C:21](=O)[CH2:22][CH:16]2[CH2:15]1)[C:8]1[CH:13]=[CH:12][CH:11]=[CH:10][CH:9]=1>O1CCCC1>[CH2:7]([N:14]1[CH2:29][CH2:28][N:17]2[C:18]3[CH:27]=[CH:26][CH:25]=[CH:24][C:19]=3[NH:20][CH2:21][CH2:22][CH:16]2[CH2:15]1)[C:8]1[CH:13]=[CH:12][CH:11]=[CH:10][CH:9]=1 |f:0.1.2.3.4.5|. Procedure details: Solid LiAlH4 (180 mg, 4.74 mmol) was added at room temperature to a stirring solution of the product of Example 26C (280 mg, 0.911 mmol) in tetrahydrofuran (10 mL). The resulting mixture was stirred at room temperature under nitrogen for 12 hours, then heated at 60° C. for 1 hour. The reaction mixture was cooled in ice and quenched by successive addition of ethyl acetate (4 mL), water (0.18 mL), 15% NaOH (0.18 mL) and water (0.54 mL). The mixture was filtered through diatomaceous earth with an e... The reactants are ClC=1C=C(C=C(C1)F)C=1SC(=CC1C=1C=C(C=CC1)C#N)C(=O)N1CNC(C1)=O (3-{2-(3-Chloro-5-fluorophenyl)-5-[(4-oxoimidazolidin-1-yl)carbonyl]thiophen-3-yl}benzenecarbonitrile), ClC=1C=C(C=CC1F)C=1C=C(SC1C1=CC(=CC(=C1)F)Cl)C(=O)O (4-(3-Chloro-4-fluorophenyl)-5-(3-chloro-5-fluorophenyl)thiophene-2-carboxylic acid). Yields the product ClC=1C=C(C=CC1F)C=1C=C(SC1C1=CC(=CC(=C1)F)Cl)C(=O)N1CNC(C1)=O (1-{[4-(3-Chloro-4-fluorophenyl)-5-(3-chloro-5-fluorophenyl)thiophen-2-yl]carbonyl}imidazolidin-4-one). RXN SMILES: ClC1C=C(C2SC(C([N:24]3[CH2:28][C:27](=[O:29])[NH:26][CH2:25]3)=O)=CC=2C2C=C(C#N)C=CC=2)C=C(F)C=1.[Cl:30][C:31]1[CH:32]=[C:33]([C:38]2[CH:39]=[C:40]([C:51]([OH:53])=O)[S:41][C:42]=2[C:43]2[CH:48]=[C:47]([F:49])[CH:46]=[C:45]([Cl:50])[CH:44]=2)[CH:34]=[CH:35][C:36]=1[F:37]>>[Cl:30][C:31]1[CH:32]=[C:33]([C:38]2[CH:39]=[C:40]([C:51]([N:24]3[CH2:28][C:27](=[O:29])[NH:26][CH2:25]3)=[O:53])[S:41][C:42]=2[C:43]2[CH:48]=[C:47]([F:49])[CH:46]=[C:45]([Cl:50])[CH:44]=2)[CH:34]=[CH:35][C:36]=1[F:37]. Procedure: The preparation of the title compound takes place in analogy to the synthesis of the compound from Example 1 starting with 49.1 mg (0.13 mmol) of the compound from Example 20A. 40.9 mg (71% of theory) of the title compound are obtained. Reactants: COC(=O)C1=C(N=C(S1)CCC=1C(=NOC1C)CCCC)C (2-[2-(3-butyl-5-methyl-isoxazol-4-yl)-ethyl]-4-methyl-thiazole-5-carboxylic acid methyl ester), N[C@@H](C)CO (L-alaninol). Product: OC[C@H](C)NC(=O)C1=C(N=C(S1)CCC=1C(=NOC1C)CCCC)C (2-[2-(3-Butyl-5-methyl-isoxazol-4-yl)-ethyl]-4-methyl-thiazole-5-carboxylic acid ((S)-2-hydroxy-1-methyl-ethyl)-amide). Isolated yield 71.0%. As a reaction SMILES: CO[C:3]([C:5]1[S:9][C:8]([CH2:10][CH2:11][C:12]2[C:13]([CH2:18][CH2:19][CH2:20][CH3:21])=[N:14][O:15][C:16]=2[CH3:17])=[N:7][C:6]=1[CH3:22])=[O:4].[NH2:23][C@H:24]([CH2:26][OH:27])[CH3:25]>>[OH:27][CH2:26][C@@H:24]([NH:23][C:3]([C:5]1[S:9][C:8]([CH2:10][CH2:11][C:12]2[C:13]([CH2:18][CH2:19][CH2:20][CH3:21])=[N:14][O:15][C:16]=2[CH3:17])=[N:7][C:6]=1[CH3:22])=[O:4])[CH3:25]. Procedure details: As described for example 53, 2-[2-(3-butyl-5-methyl-isoxazol-4-yl)-ethyl]-4-methyl-thiazole-5-carboxylic acid methyl ester (100 mg, 0.31 mmol) was converted, using L-alaninol instead of 2-amino-1,3-propandiol, to the title compound (80 mg, 71%) which was obtained as an off white oil. MS: m/e=366.3 [M+H]+. Reactants: ClCC1=CC=C(C=C1)CCl (α,α'-dichloro-p-xylene), [I-].[Na+] (sodium iodide), C(CCC)N(CCCC)CCCC (tri-n-butylamine). The solvent is CC(=O)C (acetone). Product: [I-].ICC1=CC=C(C[N+](CCCC)(CCCC)CCCC)C=C1 (4-(Iodomethyl)benzyltri-n-butylammonium iodide). As a reaction SMILES: Cl[CH2:2][C:3]1[CH:8]=[CH:7][C:6]([CH2:9]Cl)=[CH:5][CH:4]=1.[I-:11].[Na+].[CH2:13]([N:17]([CH2:22][CH2:23][CH2:24][CH3:25])[CH2:18][CH2:19][CH2:20][CH3:21])[CH2:14][CH2:15][CH3:16]>CC(C)=O>[I-:11].[I:11][CH2:2][C:3]1[CH:8]=[CH:7][C:6]([CH2:9][N+:17]([CH2:13][CH2:14][CH2:15][CH3:16])([CH2:18][CH2:19][CH2:20][CH3:21])[CH2:22][CH2:23][CH2:24][CH3:25])=[CH:5][CH:4]=1 |f:1.2,5.6|. Procedure details: To a mixture of α,α'-dichloro-p-xylene (50 g, 28.6 mmol) and sodium iodide (8.6 g, 57 mmol) in acetone (100 mL) was added tri-n-butylamine (3.7 g, 20.0 mmol). The reaction mixture was stirred at room temperature under argon for several days after which time TLC examination showed completion of the reaction. The reaction mixture was filtered and the solvent was removed under reduced pressure to give an oily residue. The residue was washed with pentane several times and dried to give a yellow soli...